Dataset: the Open Reaction Database (ORD), a public repository of structured organic reaction records. Task: describe an organic reaction: reactants, conditions, products, and yield Starting materials: N1CCC(CC1)OCC(=O)OC(C)(C)C (t-butyl 4-piperidinyloxyacetate), C1=CC=C(C=C1)C[C@@H](C(=O)O)NC(=O)OCC2=CC=CC=C2 (Z-L-phenylalanine). Reported procedure: By reacting 2.15 g of t-butyl 4-piperidinyloxyacetate with 3.0 g of Z-L-phenylalanine, as described in Example 2b), there are obtained 4.8 g of t-butyl [[1-(N-benzyloxycarbonyl-3-phenyl-L-alanyl)-4-piperidinyl]oxy]acetate MS (FAB): 497 (M+H)+. As a reaction SMILES: [NH:1]1[CH2:6][CH2:5][CH:4]([O:7][CH2:8][C:9]([O:11][C:12]([CH3:15])([CH3:14])[CH3:13])=[O:10])[CH2:3][CH2:2]1.[CH:16]1[CH:21]=[CH:20][C:19]([CH2:22][C@H:23]([NH:27][C:28]([O:30][CH2:31][C:32]2[CH:37]=[CH:36][CH:35]=[CH:34][CH:33]=2)=[O:29])[C:24](O)=[O:25])=[CH:18][CH:17]=1>>[CH2:31]([O:30][C:28]([NH:27][C@H:23]([C:24]([N:1]1[CH2:2][CH2:3][CH:4]([O:7][CH2:8][C:9]([O:11][C:12]([CH3:15])([CH3:14])[CH3:13])=[O:10])[CH2:5][CH2:6]1)=[O:25])[CH2:22][C:19]1[CH:18]=[CH:17][CH:16]=[CH:21][CH:20]=1)=[O:29])[C:32]1[CH:33]=[CH:34][CH:35]=[CH:36][CH:37]=1. Product: C(C1=CC=CC=C1)OC(=O)N[C@@H](CC1=CC=CC=C1)C(=O)N1CCC(CC1)OCC(=O)OC(C)(C)C (t-butyl [[1-(N-benzyloxycarbonyl-3-phenyl-L-alanyl)-4-piperidinyl]oxy]acetate). The yield is 96.8%. Starting materials: C, CN(Cc1ccccc1)c1cc(Oc2cccc(C(F)(F)F)c2)nc(C(=O)O)c1, CO, [H][H], [Pd]. Yields the product CNc1cc(Oc2cccc(C(F)(F)F)c2)nc(C(=O)O)c1. Reaction SMILES: [C:32].[CH3:1][N:2]([c:3]1[cH:4][c:5]([C:20](=[O:21])[OH:22])[n:6][c:7]([O:9][c:10]2[cH:11][c:12]([C:16]([F:17])([F:18])[F:19])[cH:13][cH:14][cH:15]2)[cH:8]1)[CH2:23][c:24]1[cH:25][cH:26][cH:27][cH:28][cH:29]1.[CH3:34][OH:35].[H:30][H:31].[Pd:33]>>[CH3:1][NH:2][c:3]1[cH:4][c:5]([C:20](=[O:21])[OH:22])[n:6][c:7]([O:9][c:10]2[cH:11][c:12]([C:16]([F:17])([F:18])[F:19])[cH:13][cH:14][cH:15]2)[cH:8]1. Reaction SMILES: Br[C:2]1[CH:7]=[CH:6][C:5]([N:8]2[C:12](=[O:13])[NH:11][N:10]=[C:9]2[CH2:14][C@@H:15]2[CH2:19][CH2:18][N:17]([C:20]([O:22][C:23]([CH3:26])([CH3:25])[CH3:24])=[O:21])[CH2:16]2)=[CH:4][CH:3]=1.CC1(C)C(C)(C)OB([C:35]2[CH:44]=[C:43]3[C:38]([CH:39]=[CH:40][CH:41]=[N:42]3)=[CH:37][CH:36]=2)O1.C(=O)([O-])[O-].[K+].[K+]>O1CCOCC1.C1C=CC(P(C2C=CC=CC=2)[C-]2C=CC=C2)=CC=1.C1C=CC(P(C2C=CC=CC=2)[C-]2C=CC=C2)=CC=1.Cl[Pd]Cl.[Fe+2].ClCCl>[O:13]=[C:12]1[NH:11][N:10]=[C:9]([CH2:14][C@@H:15]2[CH2:19][CH2:18][N:17]([C:20]([O:22][C:23]([CH3:26])([CH3:25])[CH3:24])=[O:21])[CH2:16]2)[N:8]1[C:5]1[CH:6]=[CH:7][C:2]([C:35]2[CH:44]=[C:43]3[C:38]([CH:39]=[CH:40][CH:41]=[N:42]3)=[CH:37][CH:36]=2)=[CH:3][CH:4]=1 |f:2.3.4,6.7.8.9.10|. Product: O=C1N(C(=NN1)C[C@H]1CN(CC1)C(=O)OC(C)(C)C)C1=CC=C(C=C1)C1=CC=C2C=CC=NC2=C1 (1,1-dimethylethyl (3S)-3-({5-oxo-4-[4-(7-quinolinyl)phenyl]-4,5-dihydro-1H-1,2,4-triazol-3-yl}methyl)-1-pyrrolidinecarboxylate). The solvent is O1CCOCC1 (dioxane). Reactants: BrC1=CC=C(C=C1)N1C(=NNC1=O)C[C@H]1CN(CC1)C(=O)OC(C)(C)C (1,1-dimethylethyl (3S)-3-{[4-(4-bromophenyl)-5-oxo-4,5-dihydro-1H-1,2,4-triazol-3-yl]methyl}-1-pyrrolidinecarboxylate), CC1(OB(OC1(C)C)C1=CC=C2C=CC=NC2=C1)C (7-(4,4,5,5-tetramethyl-1,3,2-dioxaborolan-2-yl)quinoline), C([O-])([O-])=O.[K+].[K+] (potassium carbonate). Reagents/catalysts: C1=CC=C(C=C1)P([C-]2C=CC=C2)C3=CC=CC=C3.C1=CC=C(C=C1)P([C-]2C=CC=C2)C3=CC=CC=C3.Cl[Pd]Cl.[Fe+2].ClCCl (dichloro[1,1′-bis(diphenylphosphino)ferrocene]palladium(II) dichloromethane). Procedure details: A solution of 1,1-dimethylethyl (3S)-3-{[4-(4-bromophenyl)-5-oxo-4,5-dihydro-1H-1,2,4-triazol-3-yl]methyl}-1-pyrrolidinecarboxylate (1.181 mmol) in dioxane (6 mL) was treated with 7-(4,4,5,5-tetramethyl-1,3,2-dioxaborolan-2-yl)quinoline (1.215 mmol), dichloro[1,1′-bis(diphenylphosphino)ferrocene]palladium(II)-dichloromethane adduct (50 mg), and 2M aq potassium carbonate (3 mL). The reaction mixture was purged with nitrogen, sealed, and stirred at 110° C. for 1 h. The solution was cooled to room ... Conditions: temperature 110 celsius, time 1 hour. The reactants are C(C)(C)(C)OC(=O)N1CCC2=C(CC1)N=NC(=C2)Cl (3-chloro-5,6,8,9-tetrahydro-1,2,7-triaza-benzocycloheptene-7-carboxylic acid tert-butyl ester), FC(C(=O)O)(F)F (trifluoroacetic acid). Solvent: C(Cl)Cl (DCM). The product is FC(C(=O)O)(F)F.ClC1=CC2=C(CCNCC2)N=N1 (3-Chloro-6,7,8,9-tetrahydro-5H-1,2,7-triaza-benzocycloheptene trifluoro-acetate). As a reaction SMILES: C(OC([N:8]1[CH2:14][CH2:13][C:12]2[N:15]=[N:16][C:17]([Cl:19])=[CH:18][C:11]=2[CH2:10][CH2:9]1)=O)(C)(C)C.[F:20][C:21]([F:26])([F:25])[C:22]([OH:24])=[O:23]>C(Cl)Cl>[F:20][C:21]([F:26])([F:25])[C:22]([OH:24])=[O:23].[Cl:19][C:17]1[N:16]=[N:15][C:12]2[CH2:13][CH2:14][NH:8][CH2:9][CH2:10][C:11]=2[CH:18]=1 |f:3.4|. Procedure: 0.15 g (0.53 mmol) 3-chloro-5,6,8,9-tetrahydro-1,2,7-triaza-benzocycloheptene-7-carboxylic acid tert-butyl ester (CAS: 1251001-53-2), 0.4 mL trifluoroacetic acid and 2 mL DCM were stirred at RT for 4 hours. The reaction was concentrated to dryness. Yield: 0.16 g (quantitativ). ESI-MS: m/z=184/186 (M+H)+; Rt(HPLC): 0.41 min (Method K). Reactants: C(C1=CC=CC=C1)OC([C@H]1N(CCC1)C([C@H]1N(CCC1)C(=O)NCC1=CC=C(C=C1)OC)=O)=O (N-(4-methoxybenzylaminocarbonyl)-L-prolyl-L-proline benzyl ester), C[S@](=O)C1=CC=C(C=C1)OC ((S)-(-)-4-methoxyphenyl methyl sulfoxide). The product is COC1=CC=C(CNC(=O)N2[C@H](C(=O)N3[C@@H](CCC3)C(C[S@](=O)C3=CC=C(C=C3)OC)=O)CCC2)C=C1 ((2S)-1-[N-(4-Methoxybenzylaminocarbonyl)-L-prolyl]-2-{[(S)-4-methoxyphenylsulfinyl]acetyl}pyrrolidine). The yield is 31.2%. RXN SMILES: C([O:8][C:9](=O)[C@@H:10]1[CH2:14][CH2:13][CH2:12][N:11]1[C:15](=[O:33])[C@@H:16]1[CH2:20][CH2:19][CH2:18][N:17]1[C:21]([NH:23][CH2:24][C:25]1[CH:30]=[CH:29][C:28]([O:31][CH3:32])=[CH:27][CH:26]=1)=[O:22])C1C=CC=CC=1.[CH3:35][S@@:36]([C:38]1[CH:43]=[CH:42][C:41]([O:44][CH3:45])=[CH:40][CH:39]=1)=[O:37]>>[CH3:32][O:31][C:28]1[CH:27]=[CH:26][C:25]([CH2:24][NH:23][C:21]([N:17]2[CH2:18][CH2:19][CH2:20][C@H:16]2[C:15]([N:11]2[CH2:12][CH2:13][CH2:14][C@H:10]2[C:9](=[O:8])[CH2:35][S@@:36]([C:38]2[CH:43]=[CH:42][C:41]([O:44][CH3:45])=[CH:40][CH:39]=2)=[O:37])=[O:33])=[O:22])=[CH:30][CH:29]=1. Reported procedure: By the same procedure as in Example 15-D) using N-(4-methoxybenzylaminocarbonyl)-L-prolyl-L-proline benzyl ester (1.30 g) and (S)-(-)-4-methoxyphenyl methyl sulfoxide (480 mg) as obtained in Example 15-C), there was obtained 460 mg of the title compound as colorless needles (See Table 7). Reactants: C(C)(=O)OC1=CC=C(C=C1)NC (4-(N-methylamino)phenol acetate), BrC1=CC2=C(N=C(O2)SC)C=C1 (6-bromo-2-(methylthio)benzoxazole). The solvent is C(C)(=O)O (acetic acid). Reaction conditions: temperature 180 celsius. Yields the product CN(C=1OC2=C(N1)C=CC(=C2)Br)C2=CC=C(C=C2)O (4-[N-Methyl-N-(6-bromo-2-benzoxazolyl)amino]phenol). The yield is 43.9%. As a reaction SMILES: C([O:4][C:5]1[CH:10]=[CH:9][C:8]([NH:11][CH3:12])=[CH:7][CH:6]=1)(=O)C.[Br:13][C:14]1[CH:24]=[CH:23][C:17]2[N:18]=[C:19](SC)[O:20][C:16]=2[CH:15]=1>C(O)(=O)C>[CH3:12][N:11]([C:8]1[CH:9]=[CH:10][C:5]([OH:4])=[CH:6][CH:7]=1)[C:19]1[O:20][C:16]2[CH:15]=[C:14]([Br:13])[CH:24]=[CH:23][C:17]=2[N:18]=1. Procedure: An intimate mixture of 4-(N-methylamino)phenol acetate (7.3 g, 0.04 mole) and 6-bromo-2-(methylthio)benzoxazole (6.0 g, 0.025 mole) was prepared and heated on an oil bath to a temperature of 180° C. The mixture was heated at this temperature for a period of 4 hours during which time acetic acid distilled from the mixture and methyl mercaptan was evolved and was trapped in aqueous sodium hydroxide. The mixture was cooled to form a solid and the solid was extracted with hot toluene (4×100 ml). The...